This data is from the Open Reaction Database (ORD), a public repository of structured organic reaction records. The task is: describe an organic reaction: reactants, conditions, products, and yield Reactants: [N+](=O)([O-])C1=C(C=CC(=O)O)C=C(C=C1)N1CCNCC1 (2-Nitro-5-piperazinylcinnamic acid), S(=O)(Cl)Cl (thionyl chloride), C(C)O (ethyl alcohol). Product: Cl.C(C)OC(C=CC1=C(C=CC(=C1)N1CCNCC1)[N+](=O)[O-])=O (2-nitro-5-piperazinylcinnamic acid ethyl ester hydrochloride). RXN SMILES: [N+:1]([C:4]1[CH:14]=[CH:13][C:12]([N:15]2[CH2:20][CH2:19][NH:18][CH2:17][CH2:16]2)=[CH:11][C:5]=1[CH:6]=[CH:7][C:8]([OH:10])=[O:9])([O-:3])=[O:2].S(Cl)([Cl:23])=O.[CH2:25](O)[CH3:26]>>[ClH:23].[CH2:25]([O:9][C:8](=[O:10])[CH:7]=[CH:6][C:5]1[CH:11]=[C:12]([N:15]2[CH2:16][CH2:17][NH:18][CH2:19][CH2:20]2)[CH:13]=[CH:14][C:4]=1[N+:1]([O-:3])=[O:2])[CH3:26] |f:3.4|. Procedure details: 2-Nitro-5-piperazinylcinnamic acid (10 g) was suspended in 100 ml of ethyl alcohol and to the suspension was added dropwise 3 ml of thionyl chloride with ice cooling externally while stirring. After completion of addition, the mixture was heated under reflux for 3 hours and ethyl alcohol and thionyl chloride were removed by distillation. The residue was added to isopropyl alcohol and heated to dissolve. After cooling, yellow crystals which precipitated were collected by filtration to give 4.3 g ... Starting materials: ClC=1C2=C(N=C(N1)N)C1=C(S2)C=CC=C1 (4-chloro-benzo[4,5]thieno[3,2-d]pyrimidin-2-ylamine), CN1CCNCC1 (N-methyl piperizine). The solvent is CCO (EtOH). The product is CN1CCN(CC1)C=1C2=C(N=C(N1)N)C1=C(S2)C=CC=C1 (4-(4-Methyl-piperazin-1-yl)-benzo[4,5]thieno[3,2-d]pyrimidin-2-ylamine). Isolated yield 25.2%. As a reaction SMILES: Cl[C:2]1[C:3]2[S:11][C:10]3[CH:12]=[CH:13][CH:14]=[CH:15][C:9]=3[C:4]=2[N:5]=[C:6]([NH2:8])[N:7]=1.[CH3:16][N:17]1[CH2:22][CH2:21][NH:20][CH2:19][CH2:18]1>CCO>[CH3:16][N:17]1[CH2:22][CH2:21][N:20]([C:2]2[C:3]3[S:11][C:10]4[CH:12]=[CH:13][CH:14]=[CH:15][C:9]=4[C:4]=3[N:5]=[C:6]([NH2:8])[N:7]=2)[CH2:19][CH2:18]1. Reported procedure: A solution of crude 4-chloro-benzo[4,5]thieno[3,2-d]pyrimidin-2-ylamine (30 mg, 0.13 mmol) and N-methyl piperizine (0.03 mL, 0.27 mmol) in EtOH was heated at 70° C. for 1 h. The mixture was cooled to rt and concentrated and the crude residue purified by FCC to yield a white solid (9.8 mg, 26%). MS: 300.4. 1H NMR (CDCl3): 8.34-8.27 (m, 1H), 7.81-7.75 (m, 1H), 7.57-7.51 (m, 1H), 7.48-7.43 (m, 1H), 4.85 (s, 2H), 3.98 (t, J=4.9 Hz, 4H), 2.56 (t, J=4.9 Hz, 4H), 2.37 (s, 3H). Reactants: BrC(C)C12OCC(CO1)(CO2)CC (1-Bromoethyl-4-ethyl-2,6,7-trioxabicyclo[2,2,2] octane), CC(C)([O-])C.[K+] (potassium t-butoxide), O (water). Solvent: O1CCCC1 (tetrahydrofuran). Yields the product C(=C)C12OCC(CO1)(CO2)CC (1-Vinyl-4-ethyl-2,6,7-trioxabicyclo[2,2,2] octane). Yield: 82.3%. As a reaction SMILES: Br[CH:2]([C:4]12[O:11][CH2:10][C:7]([CH2:12][CH3:13])([CH2:8][O:9]1)[CH2:6][O:5]2)[CH3:3].CC(C)([O-])C.[K+].O>O1CCCC1>[CH:2]([C:4]12[O:5][CH2:6][C:7]([CH2:12][CH3:13])([CH2:8][O:9]1)[CH2:10][O:11]2)=[CH2:3] |f:1.2|. Reported procedure: 25 g (0.1 moles) of the product obtained in step (b) above was added dropwise over about one hour at room temperature to a solution of 11 g (0.1 moles) of potassium t-butoxide in 100 ml of tetrahydrofuran placed in a 250 ml flask. The mixture was heated at reflux temperature for 5 hours and the reaction solution obtained was poured into water. The resulting solution was extracted with ethyl ether and the organic layer was dried over anhydrous magnesium sulfate and concentrated by evaporation of ... The reactants are BrC1=CC=C(C=C1)C1=C2CC(NC2=CC=C1)=O (4-(4-bromo-phenyl)-1,3-dihydro-indol-2-one), C(C)(C)N(CCNC(=O)C1=C(NC(=C1C)C=O)C)C(C)C (5-formyl-2,4-dimethyl-1H-pyrrole-3-carboxylic acid (2-diisopropylamino-ethyl)-amide). The reagents and catalysts are N1CCCCC1 (piperidine). Run in C(C)O (ethanol). Reaction conditions: time 3 day. Yields the product C(C)(C)N(CCNC(=O)C1=C(NC(=C1C)C=C1C(NC2=CC=CC(=C12)C1=CC=C(C=C1)Br)=O)C)C(C)C (5-[4-(4-bromo-phenyl)-2-oxo-1,2-dihydro-indol-3-ylidenemethyl]-2,4-dimethyl-1H-pyrrole-3-carboxylic acid (2-diisopropylamino-ethyl)-amide). Isolated yield 28.4%. Reaction SMILES: [Br:1][C:2]1[CH:7]=[CH:6][C:5]([C:8]2[CH:16]=[CH:15][CH:14]=[C:13]3[C:9]=2[CH2:10][C:11](=[O:17])[NH:12]3)=[CH:4][CH:3]=1.[CH:18]([N:21]([CH:36]([CH3:38])[CH3:37])[CH2:22][CH2:23][NH:24][C:25]([C:27]1[C:31]([CH3:32])=[C:30]([CH:33]=O)[NH:29][C:28]=1[CH3:35])=[O:26])([CH3:20])[CH3:19]>C(O)C.N1CCCCC1>[CH:36]([N:21]([CH:18]([CH3:20])[CH3:19])[CH2:22][CH2:23][NH:24][C:25]([C:27]1[C:31]([CH3:32])=[C:30]([CH:33]=[C:10]2[C:9]3[C:13](=[CH:14][CH:15]=[CH:16][C:8]=3[C:5]3[CH:4]=[CH:3][C:2]([Br:1])=[CH:7][CH:6]=3)[NH:12][C:11]2=[O:17])[NH:29][C:28]=1[CH3:35])=[O:26])([CH3:37])[CH3:38]. Reported procedure: To a solution of 4-(4-bromo-phenyl)-1,3-dihydro-indol-2-one (72 mg, 0.25 mmol) and 5-formyl-2,4-dimethyl-1H-pyrrole-3-carboxylic acid (2-diisopropylamino-ethyl)-amide (73 mg, 0.25 mmol) in ethanol (2 mL) was added piperidine (3 drops). The reaction mixture was stirred at room temperature for three days. A yellow solid product was precipitated out, filtered, washed by ethanol for three times, and dried under high vacuum to provide pure product 5-[4-(4-bromo-phenyl)-2-oxo-1,2-dihydro-indol-3-ylide... The reactants are ClC1=NC=C(C=C1)[N+](=O)[O-] (2-Chloro-5-nitropyridine), N1=C(C=CC=C1)CO (2-Pyridylcarbinol), [H-].[Na+] (sodium hydride), oil, O (Water). Solvent: CN(C=O)C (dimethylformamide). Run at temperature -20 celsius, time 2 hour. Yields the product [N+](=O)([O-])C=1C=CC(=NC1)OCC1=NC=CC=C1 (5-Nitro-2-(pyridin-2-ylmethyloxy)pyridine). Isolated yield 91.0%. As a reaction SMILES: [N:1]1[CH:6]=[CH:5][CH:4]=[CH:3][C:2]=1[CH2:7][OH:8].[H-].[Na+].Cl[C:12]1[CH:17]=[CH:16][C:15]([N+:18]([O-:20])=[O:19])=[CH:14][N:13]=1.O>CN(C)C=O>[N+:18]([C:15]1[CH:16]=[CH:17][C:12]([O:8][CH2:7][C:2]2[CH:3]=[CH:4][CH:5]=[CH:6][N:1]=2)=[N:13][CH:14]=1)([O-:20])=[O:19] |f:1.2|. Procedure details: 2-Pyridylcarbinol (7.5 g, 0.069 mole) in dry dimethylformamide (190 ml) was cooled to −20° C. and treated with an 80% dispersion of sodium hydride in mineral oil (2.07 g, 0.069 mole) under argon. The mixture was stirred at −20° C. for two hours. 2-Chloro-5-nitropyridine (8.83 g, 0.058 mole) was added and the mixture was stirred at −20° C. for 0.5 hour then warmed to room temperature and stirred for 18 hours. Water was added dropwise and the solvent removed in vacuo. The residue was dissolved in ... Starting materials: COC1CCC(CO1)(C(=O)OC)C(=O)OC (Dimethyl 6-methoxytetrahydropyran-3,3-dicarboxylate), [OH-].[Na+] (sodium hydroxide), Cl (hydrochloric acid). Solvent: O (water). Run at temperature 90 celsius. Product: COC1CCC(CO1)(C(=O)O)C(=O)O (6-METHOXYTETRAHYDRO-PYRAN-3,3-DICARBOXYLIC ACID). RXN SMILES: [CH3:1][O:2][CH:3]1[O:8][CH2:7][C:6]([C:13]([O:15]C)=[O:14])([C:9]([O:11]C)=[O:10])[CH2:5][CH2:4]1.[OH-].[Na+].Cl>O>[CH3:1][O:2][CH:3]1[O:8][CH2:7][C:6]([C:9]([OH:11])=[O:10])([C:13]([OH:15])=[O:14])[CH2:5][CH2:4]1 |f:1.2|. Procedure: Dimethyl 6-methoxytetrahydropyran-3,3-dicarboxylate (6.6 g, 0.028 mol) was added to a solution of sodium hydroxide (2.8 g, 0.07 mol) in water (10 ml), and the mixture was heated at 90° C. for 3 hours. After the reaction mixture was cooled to 0° C., 6N hydrochloric acid (12 ml, 0.07 mol) was added to neutralize the solution. After salting out, the mixture was extracted with five 30 ml portions of ethyl ether. The combined ether extracts were dried over anhydrous magnesium sulfate, filtered, and s...